From a dataset of the Open Reaction Database (ORD), a public repository of structured organic reaction records. describe an organic reaction: reactants, conditions, products, and yield The reactants are CC(C)O, CC(=O)c1csc(-c2ccc(Cl)c(Cl)c2)c1O, NN, O. Yields the product CC(=NN)c1csc(-c2ccc(Cl)c(Cl)c2)c1O. As a reaction SMILES: [CH:21]([OH:22])([CH3:23])[CH3:24].[Cl:1][c:2]1[cH:3][c:4](-[c:9]2[s:10][cH:11][c:12]([C:15](=[O:16])[CH3:17])[c:13]2[OH:14])[cH:5][cH:6][c:7]1[Cl:8].[NH2:19][NH2:20].[OH2:18]>>[Cl:1][c:2]1[cH:3][c:4](-[c:9]2[s:10][cH:11][c:12]([C:15]([CH3:17])=[N:19][NH2:20])[c:13]2[OH:14])[cH:5][cH:6][c:7]1[Cl:8]. Starting materials: FC1=CC=C(C=C1)C1=CC=C(N=N1)Cl (6-(p-fluorophenyl)-3-chloropyridazine), C(NN)(=O)OCC (ethyl carbazate), FC1=CC=C(C=C1)C1=CC=C(N=N1)NNC(=O)[O-] (3-[6-(p-fluorophenyl)-3-pyridazinyl]carbazate). The solvent is C(CCC)O (n-butanol). Yields the product FC1=CC=C(C=C1)C1=CC=C(N=N1)NNC(=O)OCC (Ethyl 3-[6-(p-fluorophenyl)-3-pyridazinyl]carbazate). As a reaction SMILES: [F:1][C:2]1[CH:7]=[CH:6][C:5]([C:8]2[N:13]=[N:12][C:11](Cl)=[CH:10][CH:9]=2)=[CH:4][CH:3]=1.[C:15]([O:19][CH2:20][CH3:21])(=[O:18])[NH:16][NH2:17].FC1C=CC(C2N=NC(NNC([O-])=O)=CC=2)=CC=1>C(O)CCC>[F:1][C:2]1[CH:7]=[CH:6][C:5]([C:8]2[N:13]=[N:12][C:11]([NH:17][NH:16][C:15]([O:19][CH2:20][CH3:21])=[O:18])=[CH:10][CH:9]=2)=[CH:4][CH:3]=1. Procedure details: A mixture of 5.0 g. of 6-(p-fluorophenyl)-3-chloropyridazine, 5.0 g. of ethyl carbazate and 50 ml. of n-butanol is refluxed for 2 hours. The solvent is removed and the residue washed with water and recrystallized from ethanol to give 1.75 g. of 3-[6-(p-fluorophenyl)-3-pyridazinyl]carbazate as crystals, m.p. 173°-174° C. Starting materials: BrC1CCC(N2C1=NC=C(C2=O)C(=O)O)C ((-)-9-bromo-6-methyl-4-oxo-6,7,8,9-tetrahydro-4H-pyrido[1,2-a]pyrimidine-3-carboxylic acid), CS(=O)C (dimethyl-sulfoxide), BrC1=CC=C(N)C=C1 (p-bromo-aniline). The solvent is CO (methanol). Run at time 3 day. The product is BrC1=CC=C(NC2CCC(N3C2=NC=C(C3=O)C(=O)O)C)C=C1 ((-)-9-(4-bromo-anilino)-6-methyl-4-oxo-6,7,8,9-tetrahydro-4H-pyrido[1,2-a]pyrimidine-3-carboxylic acid). The yield is 45.2%. As a reaction SMILES: Br[CH:2]1[C:7]2=[N:8][CH:9]=[C:10]([C:13]([OH:15])=[O:14])[C:11](=[O:12])[N:6]2[CH:5]([CH3:16])[CH2:4][CH2:3]1.CS(C)=O.[Br:21][C:22]1[CH:28]=[CH:27][C:25]([NH2:26])=[CH:24][CH:23]=1>CO>[Br:21][C:22]1[CH:28]=[CH:27][C:25]([NH:26][CH:2]2[C:7]3=[N:8][CH:9]=[C:10]([C:13]([OH:15])=[O:14])[C:11](=[O:12])[N:6]3[CH:5]([CH3:16])[CH2:4][CH2:3]2)=[CH:24][CH:23]=1. Procedure details: 2.9 g. (0.01 mole) of (-)-9-bromo-6-methyl-4-oxo-6,7,8,9-tetrahydro-4H-pyrido[1,2-a]pyrimidine-3-carboxylic acid ([α]D20 =-105°, c=2, methanol) are dissolved in 5 ml. of dimethyl-sulfoxide and 3.8 g. (0.022 mole) of p-bromo-aniline are added. The solution is allowed to stand for 3 days at room temperature in an open vessel. 20 ml. of methanol are then added to the reaction mixture. The precipitated crystals are then filtered and washed with methanol. 1.7 g. (45.2%) of (-)-9-(4-bromo-anilino)-6-m... The reactants are CC(=O)OC(c1ccc(Cl)cc1)c1cnc(C)c2c1COC(C)(C)O2, O=C(O)C(F)(F)F, O. Product: CC(=O)OC(c1ccc(Cl)cc1)c1cnc(C)c(O)c1CO. RXN SMILES: [CH3:1][C:2]1([CH3:25])[O:3][c:4]2[c:5]([c:8]([CH:13]([c:14]3[cH:15][cH:16][c:17]([Cl:20])[cH:18][cH:19]3)[O:21][C:22]([CH3:23])=[O:24])[cH:9][n:10][c:11]2[CH3:12])[CH2:6][O:7]1.[F:26][C:27]([F:28])([F:29])[C:30]([OH:31])=[O:32].[OH2:33]>>[OH:3][c:4]1[c:5]([CH2:6][OH:7])[c:8]([CH:13]([c:14]2[cH:15][cH:16][c:17]([Cl:20])[cH:18][cH:19]2)[O:21][C:22]([CH3:23])=[O:24])[cH:9][n:10][c:11]1[CH3:12]. The reactants are O (water), ClC1=NC(=C(C#N)C=C1C1CC1)OCCOC(C)C (6-chloro-5-cyclopropyl-2-(2-isopropoxyethoxy)nicotinonitrile), B1(OCC2=C1C=CC(=C2)O)O (benzo[c][1,2]oxaborole-1,5(3H)-diol), C(=O)([O-])[O-].[Cs+].[Cs+] (Cs2CO3). Run in CS(=O)C (DMSO). Run at temperature 40 celsius, time 8 hour. Yields the product C1(CC1)C=1C(=NC(=C(C#N)C1)OCCOC(C)C)OC1=CC2=C(B(OC2)O)C=C1 (5-cyclopropyl-6-(1-hydroxy-1,3-dihydrobenzo[c][1,2]oxaborol-5-yloxy)-2-(2-isopropoxyethoxy)nicotinonitrile). Reaction SMILES: Cl[C:2]1[C:9]([CH:10]2[CH2:12][CH2:11]2)=[CH:8][C:5]([C:6]#[N:7])=[C:4]([O:13][CH2:14][CH2:15][O:16][CH:17]([CH3:19])[CH3:18])[N:3]=1.[B:20]1([OH:30])[C:24]2[CH:25]=[CH:26][C:27]([OH:29])=[CH:28][C:23]=2[CH2:22][O:21]1.C([O-])([O-])=O.[Cs+].[Cs+].O>CS(C)=O>[CH:10]1([C:9]2[C:2]([O:29][C:27]3[CH:26]=[CH:25][C:24]4[B:20]([OH:30])[O:21][CH2:22][C:23]=4[CH:28]=3)=[N:3][C:4]([O:13][CH2:14][CH2:15][O:16][CH:17]([CH3:19])[CH3:18])=[C:5]([CH:8]=2)[C:6]#[N:7])[CH2:12][CH2:11]1 |f:2.3.4|. Procedure: A mixture of 6-chloro-5-cyclopropyl-2-(2-isopropoxyethoxy)nicotinonitrile (150 mg, 0.53 mmol), benzo[c][1,2]oxaborole-1,5(3H)-diol (84 mg, 0.56 mmol) and Cs2CO3 (209 mg, 0.64 mmol) in DMSO (20 mL) was stirred at 40° C. overnight. The mixture was diluted by water, extracted by EtOAc, the separated organic layer was concentrated in vacuo and the residue was purified by column chromatography (Petroleum ether:EtOAc=10:1˜1:1) to afford 5-cyclopropyl-6-(1-hydroxy-1,3-dihydrobenzo[c][1,2]oxaborol-5-ylo...